Dataset: the Open Reaction Database (ORD), a public repository of structured organic reaction records. Task: describe an organic reaction: reactants, conditions, products, and yield Reactants: C(C1=CC=CC=C1)OCC[C@H]1C[C@H](C1)N1C2=NC=NC(=C2N=C1)N (9-[cis-3-(benzyloxyethyl)cyclobutyl]adenine), N (NH3), CO (MeOH), B(Cl)(Cl)Cl (BCl3). Conditions: temperature -78 celsius. Procedure: In a 10 mL flask with 9-[cis-3-(benzyloxyethyl)cyclobutyl]adenine (0.24 g, 0.74 mmol) inside, dry CH2Cl2 5 mL was added. After cooling to −78° C., BCl3 (1.0 M in CH2Cl2, 2.2 mL, 2.22 mmol) was added drop by drop. This was allowed to warm up to 0° C. and after 6 hr, the reaction was quenched by adding 7 N NH3 in MeOH (2.6 mL, 18.3 mmol) and the solvent was removed by rotovap. The crude material was applied directly to silica gel flash chromatography to give the desired product 0.1 g (58%). 1H NMR... As a reaction SMILES: C([O:8][CH2:9][CH2:10][C@@H:11]1[CH2:14][C@H:13]([N:15]2[CH:23]=[N:22][C:21]3[C:16]2=[N:17][CH:18]=[N:19][C:20]=3[NH2:24])[CH2:12]1)C1C=CC=CC=1.B(Cl)(Cl)Cl.N.CO>C(Cl)Cl>[OH:8][CH2:9][CH2:10][C@@H:11]1[CH2:14][C@H:13]([N:15]2[CH:23]=[N:22][C:21]3[C:16]2=[N:17][CH:18]=[N:19][C:20]=3[NH2:24])[CH2:12]1. Yields the product OCC[C@H]1C[C@H](C1)N1C2=NC=NC(=C2N=C1)N (9-[cis-3-(Hydroxyethyl)cyclobutyl]adenine). Solvent: C(Cl)Cl (CH2Cl2). Yield: 57.9%. Starting materials: COC(=O)CBr, O=C([O-])[O-], COC(=O)c1ccc2cc(O)ccc2c1, CC(C)=O, CCOC(C)=O, [Cs+], [Cs+]. Product: COC(=O)COc1ccc2cc(C(=O)OC)ccc2c1. RXN SMILES: [Br:22][CH2:23][C:24](=[O:25])[O:26][CH3:27].[C:16](=[O:17])([O-:18])[O-:19].[CH3:1][O:2][C:3](=[O:4])[c:5]1[cH:6][c:7]2[cH:8][cH:9][c:10]([OH:15])[cH:11][c:12]2[cH:13][cH:14]1.[CH3:28][C:29](=[O:30])[CH3:31].[CH3:32][CH2:33][O:34][C:35]([CH3:36])=[O:37].[Cs+:20].[Cs+:21]>>[CH3:1][O:2][C:3](=[O:4])[c:5]1[cH:6][c:7]2[cH:8][cH:9][c:10]([O:15][CH2:23][C:24](=[O:25])[O:26][CH3:27])[cH:11][c:12]2[cH:13][cH:14]1. RXN SMILES: [Br:9][CH2:10][CH2:11][CH2:12][CH2:13][Br:14].[CH3:15][N:16]([CH3:17])[CH:18]=[O:19].[Na:1].[S:2]1[C:3](=[O:8])[NH:4][C:5](=[O:7])[CH2:6]1>>[S:2]1[C:3](=[O:8])[N:4]([CH2:13][CH2:12][CH2:11][CH2:10][Br:9])[C:5](=[O:7])[CH2:6]1. Starting materials: BrCCCCBr, CN(C)C=O, [Na], O=C1CSC(=O)N1. Yields the product O=C1CSC(=O)N1CCCCBr. Reactants: BrC1=NC(=CC=C1)C(F)F (2-bromo-6-(difluoromethyl)-pyridine), C(CC#C)N1N=C2C(=N1)C=CC=C2 (2-(but-3-ynyl)-2H-benzo[d][1,2,3]triazole). Yields the product FC(C1=CC=CC(=N1)C#CCCN1N=C2C(=N1)C=CC=C2)F (2-(4-(6-(difluoromethyl)pyridin-2-yl)but-3-ynyl)-2H-benzo[d][1,2,3]triazole). As a reaction SMILES: Br[C:2]1[CH:7]=[CH:6][CH:5]=[C:4]([CH:8]([F:10])[F:9])[N:3]=1.[CH2:11]([N:15]1[N:19]=[C:18]2[CH:20]=[CH:21][CH:22]=[CH:23][C:17]2=[N:16]1)[CH2:12][C:13]#[CH:14]>>[F:9][CH:8]([F:10])[C:4]1[N:3]=[C:2]([C:14]#[C:13][CH2:12][CH2:11][N:15]2[N:16]=[C:17]3[CH:23]=[CH:22][CH:21]=[CH:20][C:18]3=[N:19]2)[CH:7]=[CH:6][CH:5]=1. Procedure: The title compound was prepared in accordance with the general method of Example 1, from 2-bromo-6-(difluoromethyl)-pyridine (121 mg, 0.58 mmol) and 2-(but-3-ynyl)-2H-benzo[d][1,2,3]triazole (100 mg, 0.58 mmol, Example 109(D)). Reaction time: 2 hours. The crude residue was purified by preparative chromatography plate (DCM/MeOH 99:1) to yield 15 mg (49 μmol, 8%) of 2-(4-(6-(difluoromethyl)pyridin-2-yl)but-3-ynyl)-2H-benzo[d][1,2,3]triazole as a white solid (M.P.: 101.8-102.9° C.). The yield is 8.4%.